From a dataset of the Open Reaction Database (ORD), a public repository of structured organic reaction records. describe an organic reaction: reactants, conditions, products, and yield The reactants are CN1CC(=O)NC1=N, O=C=Nc1cccc([N+](=O)[O-])c1, CN(C)C=O. Product: CN1CC(=O)NC1=NC(=O)Nc1cccc([N+](=O)[O-])c1. As a reaction SMILES: [CH3:1][N:2]1[CH2:3][C:4](=[O:5])[NH:6][C:7]1=[NH:8].[N+:9](=[O:10])([O-:11])[c:12]1[cH:13][c:14]([N:18]=[C:19]=[O:20])[cH:15][cH:16][cH:17]1.[O:21]=[CH:22][N:23]([CH3:24])[CH3:25]>>[CH3:1][N:2]1[CH2:3][C:4](=[O:5])[NH:6][C:7]1=[N:8][C:19]([NH:18][c:14]1[cH:13][c:12]([N+:9](=[O:10])[O-:11])[cH:17][cH:16][cH:15]1)=[O:20]. Starting materials: BrC1=CC(=C(C=C1)B(O)O)F (4-Bromo-2-fluorophenyl boronic acid), BrC1=NC=CC=N1 (2-bromopyrimidine), C([O-])([O-])=O.[Na+].[Na+] (sodium carbonate), Tetrakistriphenylphosphine palladium (0), 1v, 1v, C1(=CC=CC=C1)C (toluene). Run in C(C)O (ethanol). Conditions: time 8 hour. The product is BrC1=CC(=C(C=C1)C1=NC=CC=N1)F (2-(4-Bromo-2-fluoro-phenyl)-pyrimidine). RXN SMILES: [Br:1][C:2]1[CH:7]=[CH:6][C:5](B(O)O)=[C:4]([F:11])[CH:3]=1.Br[C:13]1[N:18]=[CH:17][CH:16]=[CH:15][N:14]=1.C(=O)([O-])[O-].[Na+].[Na+].C1(C)C=CC=CC=1>C(O)C>[Br:1][C:2]1[CH:7]=[CH:6][C:5]([C:13]2[N:18]=[CH:17][CH:16]=[CH:15][N:14]=2)=[C:4]([F:11])[CH:3]=1 |f:2.3.4|. Procedure details: 4-Bromo-2-fluorophenyl boronic acid (2AB) (3.0 g, 13.71 mmol, 1 equiv), 2-bromopyrimidine (1AB) (6.54 g, 41.13 mmol, 3 equiv), and 2M sodium carbonate (34 mL) were added in a pressure vessel (350 mL) and a (1v:1v) mixture of toluene and ethanol (45 mL: 45 mL) was added. The mixture was then bubbled with nitrogen gas for about 10 minutes. Tetrakistriphenylphosphine palladium (0) (793 mg, 0.686 mmol, 0.05 equiv) was added to the mixture. The reaction vessel was tightly capped, placed in an oil bat... Reaction SMILES: [Cl-:1].[Cl-:2].[CH2:3]([Al+2:5])[CH3:4].Cl>CCl.FC(F)(F)CF.CCCCCC.ClC(Cl)C>[Cl-:1].[Cl-:1].[CH2:3]([Al+2:5])[CH3:4].[ClH:1].[Cl:1][C:3]([Cl:2])=[CH2:4] |f:0.1.2,8.9.10|. Procedure: Polymerizations were run by the dropwise addition of this stock of ethylaluminum dichloride (EADC)/hydrogen chloride (HCl) solution to the stirred monomer solutions. A stock solution of EADC and HCl was prepared in methyl chloride by adding 0.320 ml of a 1.0 mol/L HCl solution in 1,1,1,2-tetrafluoroethane and 0.960 ml of a 1.0 mol/L ethylaluminum dichloride solution in hexane to 100 ml of methyl chloride. The total volume of the stock solution added to the polymerization for each example is list... The solvent is ClC(C)Cl (1,1-dichloroethane), FC(CF)(F)F (1,1,1,2-tetrafluoroethane), CCCCCC (hexane), CCl (methyl chloride), FC(CF)(F)F (1,1,1,2-tetrafluoroethane), CCCCCC (hexane), CCl (methyl chloride), CCl (methyl chloride), CCl (methyl chloride). Yields the product [Cl-].[Cl-].C(C)[Al+2] (EADC), Cl (HCl), ClC(=C)Cl (1,1-dichloroethene). The reactants are [Cl-].[Cl-].C(C)[Al+2] (ethylaluminum dichloride), [Cl-].[Cl-].C(C)[Al+2] (ethylaluminum dichloride), Cl (HCl), [Cl-].[Cl-].C(C)[Al+2] (ethylaluminum dichloride), Cl (HCl), [Cl-].[Cl-].C(C)[Al+2] (ethylaluminum dichloride), Cl (hydrogen chloride), Cl (hydrogen chloride), [Cl-].[Cl-].C(C)[Al+2] (ethylaluminum dichloride). Starting materials: O=C([O-])[O-], Cc1ccccc1, [Cs+], [Cs+], CC(=O)N1CCNCC1, O=C(C=Cc1ccccc1)C=Cc1ccccc1, O=C(C=Cc1ccccc1)C=Cc1ccccc1, O=C(C=Cc1ccccc1)C=Cc1ccccc1, [Pd], [Pd], CC(C)(C)OC(=O)N(c1ccc(Oc2ncccc2Br)cc1)c1nc2ccccc2s1. Product: CC(=O)N1CCN(c2cccnc2Oc2ccc(N(C(=O)OC(C)(C)C)c3nc4ccccc4s3)cc2)CC1. RXN SMILES: [C:41](=[O:42])([O-:43])[O-:44].[CH3:47][c:48]1[cH:49][cH:50][cH:51][cH:52][cH:53]1.[Cs+:45].[Cs+:46].[N:32]1([C:38]([CH3:39])=[O:40])[CH2:33][CH2:34][NH:35][CH2:36][CH2:37]1.[O:56]=[C:57]([CH:58]=[CH:59][c:60]1[cH:61][cH:62][cH:63][cH:64][cH:65]1)[CH:66]=[CH:67][c:68]1[cH:69][cH:70][cH:71][cH:72][cH:73]1.[O:74]=[C:75]([CH:76]=[CH:77][c:78]1[cH:79][cH:80][cH:81][cH:82][cH:83]1)[CH:84]=[CH:85][c:86]1[cH:87][cH:88][cH:89][cH:90][cH:91]1.[O:92]=[C:93]([CH:94]=[CH:95][c:96]1[cH:97][cH:98][cH:99][cH:100][cH:101]1)[CH:102]=[CH:103][c:104]1[cH:105][cH:106][cH:107][cH:108][cH:109]1.[Pd:54].[Pd:55].[s:1]1[c:2]([N:10]([C:11]([O:12][C:13]([CH3:14])([CH3:15])[CH3:16])=[O:17])[c:18]2[cH:19][cH:20][c:21]([O:24][c:25]3[n:26][cH:27][cH:28][cH:29][c:30]3[Br:31])[cH:22][cH:23]2)[n:3][c:4]2[c:5]1[cH:6][cH:7][cH:8][cH:9]2>>[s:1]1[c:2]([N:10]([C:11]([O:12][C:13]([CH3:14])([CH3:15])[CH3:16])=[O:17])[c:18]2[cH:19][cH:20][c:21]([O:24][c:25]3[n:26][cH:27][cH:28][cH:29][c:30]3[N:35]3[CH2:34][CH2:33][N:32]([C:38]([CH3:39])=[O:40])[CH2:37][CH2:36]3)[cH:22][cH:23]2)[n:3][c:4]2[c:5]1[cH:6][cH:7][cH:8][cH:9]2. Reactants: Cn1nc(C(C)(C)C)cc1NC(=O)OCC(Cl)(Cl)Cl, CS(C)=O, CCN(C(C)C)C(C)C, O, c1ccc(-c2nsc(N3CCNCC3)n2)cc1. Product: Cn1nc(C(C)(C)C)cc1NC(=O)N1CCN(c2nc(-c3ccccc3)ns2)CC1. Reaction SMILES: [C:1]([CH3:2])([CH3:3])([CH3:4])[c:5]1[n:6][n:7]([CH3:19])[c:8]([NH:10][C:11]([O:12][CH2:13][C:14]([Cl:15])([Cl:16])[Cl:17])=[O:18])[cH:9]1.[CH3:47][S:48]([CH3:49])=[O:50].[CH:37]([N:38]([CH:39]([CH3:40])[CH3:41])[CH2:42][CH3:43])([CH3:44])[CH3:45].[OH2:46].[c:20]1(-[c:26]2[n:27][s:28][c:29]([N:31]3[CH2:32][CH2:33][NH:34][CH2:35][CH2:36]3)[n:30]2)[cH:21][cH:22][cH:23][cH:24][cH:25]1>>[C:1]([CH3:2])([CH3:3])([CH3:4])[c:5]1[n:6][n:7]([CH3:19])[c:8]([NH:10][C:11](=[O:18])[N:34]2[CH2:33][CH2:32][N:31]([c:29]3[s:28][n:27][c:26](-[c:20]4[cH:21][cH:22][cH:23][cH:24][cH:25]4)[n:30]3)[CH2:36][CH2:35]2)[cH:9]1. Reactants: O=C(Cl)CCCCBr, ClC(Cl)Cl, ClCCl, COC(=O)c1ccc(-c2cc(OC)ccc2F)c(N)c1, c1ccncc1. Yields the product COC(=O)c1ccc(-c2cc(OC)ccc2F)c(NC(=O)CCCCBr)c1. As a reaction SMILES: [Br:25][CH2:26][CH2:27][CH2:28][CH2:29][C:30](=[O:31])[Cl:32].[CH:21]([Cl:22])([Cl:23])[Cl:24].[Cl:39][CH2:40][Cl:41].[NH2:1][c:2]1[c:3](-[c:12]2[c:13]([F:20])[cH:14][cH:15][c:16]([O:18][CH3:19])[cH:17]2)[cH:4][cH:5][c:6]([C:8](=[O:9])[O:10][CH3:11])[cH:7]1.[cH:33]1[cH:34][cH:35][n:36][cH:37][cH:38]1>>[NH:1]([c:2]1[c:3](-[c:12]2[c:13]([F:20])[cH:14][cH:15][c:16]([O:18][CH3:19])[cH:17]2)[cH:4][cH:5][c:6]([C:8](=[O:9])[O:10][CH3:11])[cH:7]1)[C:30]([CH2:29][CH2:28][CH2:27][CH2:26][Br:25])=[O:31]. Starting materials: NC=1C=C(C=CC1)O (3-aminophenol), BrCCCCCCCC (1-bromooctane), O1CCOCC1 (dioxane). The product is C(CCCCCCC)NC1=C(C=CC=C1)O (N-octylaminophenol). RXN SMILES: [NH2:1][C:2]1C=C(O)[CH:5]=[CH:6][CH:7]=1.Br[CH2:10][CH2:11][CH2:12][CH2:13][CH2:14][CH2:15][CH2:16][CH3:17].[O:18]1[CH2:23][CH2:22]OCC1>>[CH2:10]([NH:1][C:2]1[CH:7]=[CH:6][CH:5]=[CH:22][C:23]=1[OH:18])[CH2:11][CH2:12][CH2:13][CH2:14][CH2:15][CH2:16][CH3:17]. Procedure: A solution of 5.45 g of 3-aminophenol and 11.6 g of 1-bromooctane in 250 ml of dioxane is stirred at 100° C. for 80 hours, the solvent is then evaporated, and the residue is then taken up in toluene/ethyl acetate (10:1) and chromatographed on silica gel, giving N-octylaminophenol as beige crystals, melting point 75° C. The reactants are C[C@@H]1CC[C@H](CC1)NC(C=CC1=CC(=C(C=C1)OCCCl)OC)=O (N-(trans-4-methylcyclohexyl)-4-(2-chloroethoxy)-3-methoxycinnamamide), C(CCCC)NCCCCC (dipentylamine). Solvent: CC(=O)CC(C)C (methylisobutylketone). Product: C[C@@H]1CC[C@H](CC1)NC(C=CC1=CC(=C(C=C1)OCCN(CCCCC)CCCCC)OC)=O (N-(trans-4-methylcyclohexyl)-4-(2-dipentylaminoethoxy)-3-methoxycinnamamide). RXN SMILES: [CH3:1][C@H:2]1[CH2:7][CH2:6][C@H:5]([NH:8][C:9](=[O:24])[CH:10]=[CH:11][C:12]2[CH:17]=[CH:16][C:15]([O:18][CH2:19][CH2:20]Cl)=[C:14]([O:22][CH3:23])[CH:13]=2)[CH2:4][CH2:3]1.[CH2:25]([NH:30][CH2:31][CH2:32][CH2:33][CH2:34][CH3:35])[CH2:26][CH2:27][CH2:28][CH3:29]>CC(CC(C)C)=O>[CH3:1][C@H:2]1[CH2:7][CH2:6][C@H:5]([NH:8][C:9](=[O:24])[CH:10]=[CH:11][C:12]2[CH:17]=[CH:16][C:15]([O:18][CH2:19][CH2:20][N:30]([CH2:31][CH2:32][CH2:33][CH2:34][CH3:35])[CH2:25][CH2:26][CH2:27][CH2:28][CH3:29])=[C:14]([O:22][CH3:23])[CH:13]=2)[CH2:4][CH2:3]1. Reported procedure: Using 1.9 g N-(trans-4-methylcyclohexyl)-4-(2-chloroethoxy)-3-methoxycinnamamide (Example 138), 5.6 ml of dipentylamine, and 50 ml of methylisobutylketone, a reaction similar to that conducted in Example 142 was carried out. As a result, 2.97 g of N-(trans-4-methylcyclohexyl)-4-(2-dipentylaminoethoxy)-3-methoxycinnamamide (a compound of the present invention) was obtained as white crystal, which had the following physiochemical properties: Procedure: The title compound was prepared as a light green solid (0.073 g, 62%) from 4-{2-[3,3″-Dichloro-5′-(8-indol-1-yl-octylcarbamoyl)-[1,1′:3′,1″]terphenyl-2′-yloxy]-ethoxy}benzoic acid, methyl ester using a procedure similar to step 4 of example 165; dec. >65° C.; 1H NMR (400 MHz, DMSO-d6) δ1.16-1.30 (m, 8H), 1.44-1.53 (m, 2H), 1.67-1.76 (m, 2H), 3.20-3.26 (m, 2H), 3.56-3.60 (m, 2H), 3.72-3.76 (m, 2H), 4.12 (t, J=7.0 Hz, 2H), 6.37 (dd, J=0.66, 3.1 Hz, 1H), 6.66-6.70 (m, 2H), 6.94-6.99 (m, 1H), 7.06-7... Starting materials: solid, ClC=1C=C(C=CC1)C1=C(C(=CC(=C1)C(NCCCCCCCCN1C=CC2=CC=CC=C12)=O)C1=CC(=CC=C1)Cl)OCCOC1=CC=C(C(=O)OC)C=C1 (4-{2-[3,3″-Dichloro-5′-(8-indol-1-yl-octylcarbamoyl)-[1,1′:3′,1″]terphenyl-2′-yloxy]-ethoxy}benzoic acid, methyl ester), [K+].[Br-] (KBr). Product: ClC=1C=C(C=CC1)C1=C(C(=CC(=C1)C(NCCCCCCCCN1C=CC2=CC=CC=C12)=O)C1=CC(=CC=C1)Cl)OCCOC1=CC=C(C(=O)O)C=C1 (4-{2-[3,3″-Dichloro-5′-(8-indol-1-yl-octylcarbamoyl)-[1,1′:3′,1″]terphenyl-2′-yloxy]-ethoxy}benzoic acid). RXN SMILES: [Cl:1][C:2]1[CH:3]=[C:4]([C:8]2[CH:13]=[C:12]([C:14](=[O:33])[NH:15][CH2:16][CH2:17][CH2:18][CH2:19][CH2:20][CH2:21][CH2:22][CH2:23][N:24]3[C:32]4[C:27](=[CH:28][CH:29]=[CH:30][CH:31]=4)[CH:26]=[CH:25]3)[CH:11]=[C:10]([C:34]3[CH:39]=[CH:38][CH:37]=[C:36]([Cl:40])[CH:35]=3)[C:9]=2[O:41][CH2:42][CH2:43][O:44][C:45]2[CH:54]=[CH:53][C:48]([C:49]([O:51]C)=[O:50])=[CH:47][CH:46]=2)[CH:5]=[CH:6][CH:7]=1.[K+].[Br-]>>[Cl:1][C:2]1[CH:3]=[C:4]([C:8]2[CH:13]=[C:12]([C:14](=[O:33])[NH:15][CH2:16][CH2:17][CH2:18][CH2:19][CH2:20][CH2:21][CH2:22][CH2:23][N:24]3[C:32]4[C:27](=[CH:28][CH:29]=[CH:30][CH:31]=4)[CH:26]=[CH:25]3)[CH:11]=[C:10]([C:34]3[CH:39]=[CH:38][CH:37]=[C:36]([Cl:40])[CH:35]=3)[C:9]=2[O:41][CH2:42][CH2:43][O:44][C:45]2[CH:54]=[CH:53][C:48]([C:49]([OH:51])=[O:50])=[CH:47][CH:46]=2)[CH:5]=[CH:6][CH:7]=1 |f:1.2|. Reactants: COC(=O)CC(=O)C=CC1CC=CCC1, CC(C)OC(C)C, Nc1ccc(O)cc1, c1ccccc1. The product is COC(=O)C(=CNc1ccc(O)cc1)C(=O)C=CC1CC=CCC1. Reaction SMILES: [CH:1]1=[CH:2][CH2:3][CH:4]([CH:7]=[CH:8][C:9]([CH2:10][C:11](=[O:12])[O:13][CH3:14])=[O:15])[CH2:5][CH2:6]1.[CH:24]([O:25][CH:26]([CH3:27])[CH3:28])([CH3:29])[CH3:30].[OH:16][c:17]1[cH:18][cH:19][c:20]([NH2:21])[cH:22][cH:23]1.[cH:31]1[cH:32][cH:33][cH:34][cH:35][cH:36]1>>[CH:1]1=[CH:2][CH2:3][CH:4]([CH:7]=[CH:8][C:9]([C:10]([C:11](=[O:12])[O:13][CH3:14])=[CH:24][NH:21][c:20]2[cH:19][cH:18][c:17]([OH:16])[cH:23][cH:22]2)=[O:15])[CH2:5][CH2:6]1.